From a dataset of the Open Reaction Database (ORD), a public repository of structured organic reaction records. describe an organic reaction: reactants, conditions, products, and yield Starting materials: COC1=CC=C(CN(C=2C=C(C=CC2Cl)C(C)(C2CC2)C(C(=O)OC)C(=O)OC)CC2=CC=C(C=C2)OC)C=C1 (dimethyl (1-{3-[bis(4-methoxybenzyl)amino]-4-chlorophenyl}-1-cyclo-propylethyl)malonate), target product, ClC=1C(C(=C(C(C1Cl)=O)C#N)C#N)=O (2,3-dichloro-5,6-dicyano-1,4-benzoquinone), C([O-])(O)=O.[Na+] (sodium bicarbonate). Run in ClCCl (dichloromethane), O (water). Reaction conditions: time 2 hour. The product is NC=1C=C(C=CC1Cl)C(C)(C1CC1)C(C(=O)OC)C(=O)OC (Dimethyl [1-(3-amino-4-chlorophenyl)-1-cyclopropylethyl]malonate). As a reaction SMILES: COC1C=CC(C[N:8](CC2C=CC(OC)=CC=2)[C:9]2[CH:10]=[C:11]([C:16]([CH:21]([C:26]([O:28][CH3:29])=[O:27])[C:22]([O:24][CH3:25])=[O:23])([CH:18]3[CH2:20][CH2:19]3)[CH3:17])[CH:12]=[CH:13][C:14]=2[Cl:15])=CC=1.ClC1C(=O)C(C#N)=C(C#N)C(=O)C=1Cl.C(=O)(O)[O-].[Na+]>ClCCl.O>[NH2:8][C:9]1[CH:10]=[C:11]([C:16]([CH:21]([C:26]([O:28][CH3:29])=[O:27])[C:22]([O:24][CH3:25])=[O:23])([CH:18]2[CH2:19][CH2:20]2)[CH3:17])[CH:12]=[CH:13][C:14]=1[Cl:15] |f:2.3|. Procedure details: 627 mg (1.11 mmol) of dimethyl (1-{3-[bis(4-methoxybenzyl)amino]-4-chlorophenyl}-1-cyclo-propylethyl)malonate were taken up in 60 ml of dichloromethane and 15 ml of water. 553 mg (2.44 mmol) of 2,3-dichloro-5,6-dicyano-1,4-benzoquinone (DDQ) were then added, and the reaction mixture was stirred at room temperature for 2 hours. The reaction mixture was then added to about 50 ml of saturated aqueous sodium bicarbonate solution. The phases were separated, and the aqueous phase was extracted three m... Run in O1CCOCC1 (dioxane), C(=O)(O)[O-].[Na+] (NaHCO3). The reagents and catalysts are C1=CC=C(C=C1)P([C-]2C=CC=C2)C3=CC=CC=C3.C1=CC=C(C=C1)P([C-]2C=CC=C2)C3=CC=CC=C3.Cl[Pd]Cl.[Fe+2] (PdCl2(dppf)). Reactants: ClC1=NC=2N3C(CN(C2C=N1)CC1=CC=C(C=C1)S(=O)(=O)C)COCC3 (2-chloro-5-(4-(methylsulfonyl)benzyl)-5,6,6a,7,9,10-hexahydro-[1,4]oxazino[3,4-h]pteridine), CC1(OB(OC1(C)C)C1=C2C=NN(C2=CC=C1)C(C)=O)C (1-(4-(4,4,5,5-tetramethyl-1,3,2-dioxaborolan-2-yl)-1H-indazol-1-yl)ethanone). Procedure: The title compound was prepared in a manner similar to EXAMPLE 3 using 2-chloro-5-(4-(methylsulfonyl)benzyl)-5,6,6a,7,9,10-hexahydro-[1,4]oxazino[3,4-h]pteridine (PREPARATION x9, 75 mg, 0.190 mmol), 1-(4-(4,4,5,5-tetramethyl-1,3,2-dioxaborolan-2-yl)-1H-indazol-1-yl)ethanone (109 mg, 0.381 mmol) and PdCl2(dppf) (6.97 mg, 9.52 μmol) in dioxane (2 mL) and aqueous saturated NaHCO3 (0.4 mL). 1H NMR (400 MHz, DMSO-d6) δ 3.18-3.38 (m, 5H), 3.88-4.05 (m, 3H), 4.09-4.19 (m, 2H), 4.73 (m, 4H), 7.49 (s, 1H... RXN SMILES: Cl[C:2]1[N:11]=[CH:10][C:9]2[N:8]([CH2:12][C:13]3[CH:18]=[CH:17][C:16]([S:19]([CH3:22])(=[O:21])=[O:20])=[CH:15][CH:14]=3)[CH2:7][CH:6]3[CH2:23][O:24][CH2:25][CH2:26][N:5]3[C:4]=2[N:3]=1.CC1(C)C(C)(C)OB([C:35]2[CH:43]=[CH:42][CH:41]=[C:40]3[C:36]=2[CH:37]=[N:38][N:39]3C(=O)C)O1>O1CCOCC1.C([O-])(O)=O.[Na+].C1C=CC(P(C2C=CC=CC=2)[C-]2C=CC=C2)=CC=1.C1C=CC(P(C2C=CC=CC=2)[C-]2C=CC=C2)=CC=1.Cl[Pd]Cl.[Fe+2]>[NH:39]1[C:40]2[C:36](=[C:35]([C:2]3[N:11]=[CH:10][C:9]4[N:8]([CH2:12][C:13]5[CH:18]=[CH:17][C:16]([S:19]([CH3:22])(=[O:21])=[O:20])=[CH:15][CH:14]=5)[CH2:7][CH:6]5[CH2:23][O:24][CH2:25][CH2:26][N:5]5[C:4]=4[N:3]=3)[CH:43]=[CH:42][CH:41]=2)[CH:37]=[N:38]1 |f:3.4,5.6.7.8|. The product is N1N=CC2=C(C=CC=C12)C1=NC=2N3C(CN(C2C=N1)CC1=CC=C(C=C1)S(=O)(=O)C)COCC3 (2-(1H-indazol-4-yl)-5-(4-(methylsulfonyl)benzyl)-5,6,6a,7,9,10-hexahydro-[1,4]oxazino[3,4-h]pteridine). Starting materials: NC(C=1C=C(C=CC1)C(=O)NC1=CC=C(C=C1)CCC(=O)OCC)=NO (Ethyl 4-[[[3-[amino(hydroxyimino)methyl]phenyl]carbonyl]amino]benzenepropanoate), NC(C=1C=C(C=CC1)C(=O)NCC1=CC=C(C=C1)CCC(=O)OCC)=NO (Ethyl 4-[[[[3-[amino(hydroxyimino)methyl]phenyl]carbonyl)amino]methyl]benzenepropanoate), NC(C=1C=C(C=CC1)C(=O)NC1=CC=C(C=C1)CCC(=O)OCC)=NO (Ethyl 4-[[[3-[amino(hydroxyimino)methyl]phenyl]carbonyl]amino]benzenepropanoate). Product: NN=CC=1C=C(C=CC1)C(=O)NC1=CC=C(C=C1)CCC(=O)OCC (Ethyl 4-[[[3-(aminoiminomethyl)phenyl]carbonyl]amino]benzenepropanoate). Reaction SMILES: [NH2:1][C:2](=NO)[C:3]1[CH:4]=[C:5]([C:9]([NH:11][C:12]2[CH:17]=[CH:16][C:15]([CH2:18][CH2:19][C:20]([O:22][CH2:23][CH3:24])=[O:21])=[CH:14][CH:13]=2)=[O:10])[CH:6]=[CH:7][CH:8]=1.[NH2:27]C(=NO)C1C=C(C(NCC2C=CC(CCC(OCC)=O)=CC=2)=O)C=CC=1>>[NH2:27][N:1]=[CH:2][C:3]1[CH:4]=[C:5]([C:9]([NH:11][C:12]2[CH:17]=[CH:16][C:15]([CH2:18][CH2:19][C:20]([O:22][CH2:23][CH3:24])=[O:21])=[CH:14][CH:13]=2)=[O:10])[CH:6]=[CH:7][CH:8]=1. Procedure details: The compound of Example 14 was reduced under conditions similar to the conditions described in Example 15, replacing the compound of Example 13 with the compound of Example 14. Starting materials: FC1=C(C=C(C=C1)/C=C/CCl)OC1=CC=CC=C1 (E-3-(4-fluoro-3-phenoxyphenyl)-1-chloroprop-2-ene), C1(=CC=CC=C1)P(C1=CC=CC=C1)C1=CC=CC=C1 (triphenylphosphine). Run in C=1(C(=CC=CC1)C)C (xylene). Yields the product [Cl-].FC1=C(C=C(C=C1)C=CC[P+](C1=CC=CC=C1)(C1=CC=CC=C1)C1=CC=CC=C1)OC1=CC=CC=C1 (3-(4-fluoro-3-phenoxyphenyl)prop-2-en-1-yl triphenyl phosphonium chloride). RXN SMILES: [F:1][C:2]1[CH:7]=[CH:6][C:5](/[CH:8]=[CH:9]/[CH2:10][Cl:11])=[CH:4][C:3]=1[O:12][C:13]1[CH:18]=[CH:17][CH:16]=[CH:15][CH:14]=1.[C:19]1([P:25]([C:32]2[CH:37]=[CH:36][CH:35]=[CH:34][CH:33]=2)[C:26]2[CH:31]=[CH:30][CH:29]=[CH:28][CH:27]=2)[CH:24]=[CH:23][CH:22]=[CH:21][CH:20]=1>C1(C)C(C)=CC=CC=1>[Cl-:11].[F:1][C:2]1[CH:7]=[CH:6][C:5]([CH:8]=[CH:9][CH2:10][P+:25]([C:26]2[CH:27]=[CH:28][CH:29]=[CH:30][CH:31]=2)([C:32]2[CH:37]=[CH:36][CH:35]=[CH:34][CH:33]=2)[C:19]2[CH:20]=[CH:21][CH:22]=[CH:23][CH:24]=2)=[CH:4][C:3]=1[O:12][C:13]1[CH:18]=[CH:17][CH:16]=[CH:15][CH:14]=1 |f:3.4|. Procedure: A mixture of E-3-(4-fluoro-3-phenoxyphenyl)-1-chloroprop-2-ene (42 g), triphenylphosphine (42 g) and xylene (300 cm3) was heated at the reflux temperature for 16 hours. After cooling, crystals of 3-(4-fluoro-3-phenoxyphenyl)prop-2-en-1-yl triphenyl phosphonium chloride (68 g) were filtered from the reaction mixture, washed with dry diethyl ether, dried by suction and stored in a desiccator under vacuum. Reactants: C1CCOC1, OC(c1ccc2ncc(-c3ccccc3)nc2c1)c1nccnc1Cl, O=C1NC(=O)c2ccccc21, CC(C)OC(=O)N=NC(=O)OC(C)C, c1ccc(P(c2ccccc2)c2ccccc2)cc1. Yields the product O=C1c2ccccc2C(=O)N1C(c1ccc2ncc(-c3ccccc3)nc2c1)c1nccnc1Cl. RXN SMILES: [CH2:70]1[O:71][CH2:72][CH2:73][CH2:74]1.[Cl:1][c:2]1[c:3]([CH:8]([OH:9])[c:10]2[cH:11][c:12]3[n:13][c:14](-[c:20]4[cH:21][cH:22][cH:23][cH:24][cH:25]4)[cH:15][n:16][c:17]3[cH:18][cH:19]2)[n:4][cH:5][cH:6][n:7]1.[O:26]=[C:27]1[NH:28][C:29](=[O:30])[c:31]2[cH:32][cH:33][cH:34][cH:35][c:36]21.[O:56]=[C:57]([O:58][CH:59]([CH3:60])[CH3:61])[N:62]=[N:63][C:64]([O:65][CH:66]([CH3:67])[CH3:68])=[O:69].[c:37]1([P:38]([c:39]2[cH:40][cH:41][cH:42][cH:43][cH:44]2)[c:45]2[cH:46][cH:47][cH:48][cH:49][cH:50]2)[cH:51][cH:52][cH:53][cH:54][cH:55]1>>[Cl:1][c:2]1[c:3]([CH:8]([c:10]2[cH:11][c:12]3[n:13][c:14](-[c:20]4[cH:21][cH:22][cH:23][cH:24][cH:25]4)[cH:15][n:16][c:17]3[cH:18][cH:19]2)[N:28]2[C:27](=[O:26])[c:36]3[c:31]([cH:32][cH:33][cH:34][cH:35]3)[C:29]2=[O:30])[n:4][cH:5][cH:6][n:7]1. Reactants: CN(C)C1CCCCC1 (N,N-dimethylcyclohexylamine), BrCCCCl (1-bromo-3-chloropropane), CO (methanol). The solvent is C(C)(C)(C)OC (tert-butylmethylether). Reaction conditions: temperature 65 celsius, time 24 hour. Product: [Br-].ClCCC[N+](C)(C)C1CCCCC1 ((3-chloropropyl)cyclohexyldimethylammonium bromide). Reaction SMILES: [CH3:1][N:2]([CH:4]1[CH2:9][CH2:8][CH2:7][CH2:6][CH2:5]1)[CH3:3].[Br:10][CH2:11][CH2:12][CH2:13][Cl:14].CO>C(OC)(C)(C)C>[Br-:10].[Cl:14][CH2:13][CH2:12][CH2:11][N+:2]([CH:4]1[CH2:9][CH2:8][CH2:7][CH2:6][CH2:5]1)([CH3:3])[CH3:1] |f:4.5|. Procedure: A one-liter, 3-necked, Morton flask equipped with an air condenser and a magnetic stirring plate was charged with N,N-dimethylcyclohexylamine (210.06 grams, 1.65 moles), 1-bromo-3-chloropropane (259.99 grams, 1.65 moles) and methanol (250 mL). Reaction was maintained at 65° C. for 24 hours. Methanol was removed by rotary evaporation under reduced pressure to yield a brown sludge. To the sludge was added tert-butylmethylether (600 ml) causing an oil to form. The liquid phase was decanted from the... Reactants: B, COc1cc(Br)cc(CC#N)c1, C1CCOC1, CCOC(C)=O, CO, Cl, [Na+], C1CCOC1, [OH-]. Yields the product COc1cc(Br)cc(CCN)c1. As a reaction SMILES: [BH3:6].[Br:7][c:8]1[cH:9][c:10]([CH2:16][C:17]#[N:18])[cH:11][c:12]([O:14][CH3:15])[cH:13]1.[CH2:30]1[O:31][CH2:32][CH2:33][CH2:34]1.[CH3:22][CH2:23][O:24][C:25](=[O:26])[CH3:27].[CH3:28][OH:29].[ClH:19].[Na+:21].[O:1]1[CH2:2][CH2:3][CH2:4][CH2:5]1.[OH-:20]>>[Br:7][c:8]1[cH:9][c:10]([CH2:16][CH2:17][NH2:18])[cH:11][c:12]([O:14][CH3:15])[cH:13]1. Reactants: ClCCl, [Mg+2], O=S(=O)([O-])[O-], NC(c1ccccc1)c1ccccc1, O=Cc1ccccc1-c1noc2ccccc12. Yields the product C(=NC(c1ccccc1)c1ccccc1)c1ccccc1-c1noc2ccccc12. RXN SMILES: [CH2:38]([Cl:39])[Cl:40].[Mg+2:18].[O-:19][S:20](=[O:21])(=[O:22])[O-:23].[c:24]1([CH:30]([NH2:31])[c:32]2[cH:33][cH:34][cH:35][cH:36][cH:37]2)[cH:25][cH:26][cH:27][cH:28][cH:29]1.[o:1]1[n:2][c:3](-[c:10]2[c:11]([CH:12]=[O:13])[cH:14][cH:15][cH:16][cH:17]2)[c:4]2[c:5]1[cH:6][cH:7][cH:8][cH:9]2>>[o:1]1[n:2][c:3](-[c:10]2[c:11]([CH:12]=[N:31][CH:30]([c:24]3[cH:25][cH:26][cH:27][cH:28][cH:29]3)[c:32]3[cH:33][cH:34][cH:35][cH:36][cH:37]3)[cH:14][cH:15][cH:16][cH:17]2)[c:4]2[c:5]1[cH:6][cH:7][cH:8][cH:9]2.